describe an organic reaction: reactants, conditions, products, and yield From a dataset of the Open Reaction Database (ORD), a public repository of structured organic reaction records. The reactants are COC1=C(C=CC=C1)N1CCNCC1 (2-Methoxyphenylpiperazine), C1[C@@H](C2=CC=CC=C2)O1 ((R)-styrene oxide), C1C(C2=CC=CC=C2)O1 (styrene oxide). Run in C(C)#N (acetonitrile). Yields the product COC1=C(C=CC=C1)N1CCN(CC1)C[C@H](O)C1=CC=CC=C1 ((R)-[1-(2-Methoxyphenyl)-4-(2-phenyl-2-hydroxyethyl)piperazine]). The yield is 11.0%. Reaction SMILES: [CH3:1][O:2][C:3]1[CH:8]=[CH:7][CH:6]=[CH:5][C:4]=1[N:9]1[CH2:14][CH2:13][NH:12][CH2:11][CH2:10]1.[CH2:15]1[O:23][C@@H:16]1[C:17]1[CH:22]=[CH:21][CH:20]=[CH:19][CH:18]=1.C1OC1C1C=CC=CC=1>C(#N)C>[CH3:1][O:2][C:3]1[CH:8]=[CH:7][CH:6]=[CH:5][C:4]=1[N:9]1[CH2:14][CH2:13][N:12]([CH2:15][C@@H:16]([C:17]2[CH:22]=[CH:21][CH:20]=[CH:19][CH:18]=2)[OH:23])[CH2:11][CH2:10]1. Procedure: 2-Methoxyphenylpiperazine (19.84 g, 0.103 m) in dry acetonitrile (150 ml) was refluxed with (R)-styrene oxide (12.4 g, 0.104 m). The residue on evaporation was chromatographed on silica using ethyl acetate as eluant to give two main fractions. The first fraction (4.3 g) contained some styrene oxide, which was removed by acid-base extraction to give 3.55 g of pure title compound. The second fraction (9.5 g) was 95% title compound and approximately 5% of the regioisomer. Starting materials: CC(C)CN(OCc1ccccc1)C(=O)OC(C)(C)C, CN(OCc1ccccc1)C(=O)Nc1cccc(S(C)(=O)=O)c1. The product is CN(O)C(=O)Nc1cccc(S(C)(=O)=O)c1. Reaction SMILES: [C:1]([O:2][C:3](=[O:4])[N:5]([O:6][CH2:7][c:8]1[cH:9][cH:10][cH:11][cH:12][cH:13]1)[CH2:14][CH:15]([CH3:16])[CH3:17])([CH3:18])([CH3:19])[CH3:20].[CH2:21]([c:22]1[cH:23][cH:24][cH:25][cH:26][cH:27]1)[O:28][N:29]([C:30](=[O:31])[NH:32][c:33]1[cH:34][c:35]([S:39](=[O:40])(=[O:41])[CH3:42])[cH:36][cH:37][cH:38]1)[CH3:43]>>[OH:28][N:29]([C:30](=[O:31])[NH:32][c:33]1[cH:34][c:35]([S:39](=[O:40])(=[O:41])[CH3:42])[cH:36][cH:37][cH:38]1)[CH3:43]. Reactants: Cn3c1ccccc1c2ccc(OC(=O)C(C)(C)C)cc23 (substrate), O=C=O (effective_coupling_partner). Reagents/catalysts: dppf. Run at temperature 80 celsius, time 48 hour. The product is Cn3c1ccccc1c2ccc(C(=O)O)cc23. Starting materials: NC=1C(=NC(=C(N1)C1=CC=CC=C1)C=1C=NC(=CC1)OC)C#N (3-Amino-6-(6-methoxy-3-pyridyl)-5-phenyl-2-pyrazinecarbonitrile), O (water), [OH-].[Na+] (NaOH), Cl (HCl). Run in O1CCOCC1 (dioxane). Run at temperature 80 celsius, time 5 hour. The product is NC=1C(=NC(=C(N1)C1=CC=CC=C1)C1=CNC(C=C1)=O)C(=O)N (3-amino-6-(6-oxo-1,6-dihydro-3-pyridyl)-5-phenyl-2-pyrazinecarboxamide). Reaction SMILES: [NH2:1][C:2]1[C:3]([C:22]#[N:23])=[N:4][C:5]([C:14]2[CH:15]=[N:16][C:17]([O:20]C)=[CH:18][CH:19]=2)=[C:6]([C:8]2[CH:13]=[CH:12][CH:11]=[CH:10][CH:9]=2)[N:7]=1.Cl.[OH2:25].[OH-].[Na+]>O1CCOCC1>[NH2:1][C:2]1[C:3]([C:22]([NH2:23])=[O:25])=[N:4][C:5]([C:14]2[CH:19]=[CH:18][C:17](=[O:20])[NH:16][CH:15]=2)=[C:6]([C:8]2[CH:13]=[CH:12][CH:11]=[CH:10][CH:9]=2)[N:7]=1 |f:3.4|. Procedure details: 3-Amino-6-(6-methoxy-3-pyridyl)-5-phenyl-2-pyrazinecarbonitrile (500 mg) was dissolved in dioxane (10 ml) and conc. HCl (5 ml). The solution was stirred at 80° C. for 5 hours. The reaction mixture was cooled to 25-30° C. and concentrated in vacuo to give a residue. To the residue was added water and 1N NaOH to adjust the pH of the aqueous mixture to 6-7. The precipitated crystals were collected by filtration dried in vacuo to give 3-amino-6-(6-oxo-1,6-dihydro-3-pyridyl)-5-phenyl-2-pyrazinecarbox... Starting materials: C(Cl)Cl (CH2Cl2), CH3Cl2, C(C)(=O)O[C@@H]1C(O[C@@H]([C@H]1OC(C)=O)COC(C)=O)N1C=2N=CNC(C2N=C1)=O (9(2,3,5-Tri-O-acetylarabinofuranosyl)hypoxanthine), C(Cl)Cl (CH2Cl2), CN(C)C=O (DMF), solution, (MeOH)λmax. Reaction conditions: temperature 55 celsius. Yields the product ClC1=C2N=CN(C2=NC=N1)[C@H]1[C@@H](OC(C)=O)[C@H](OC(C)=O)[C@H](O1)COC(C)=O (6-Chloro-9-(2,3,5-tri-O-acetyl-β-D-arabinofuranosyl)purine). Reaction SMILES: [C:1]([O:4][C@H:5]1[C@H:9]([O:10][C:11](=[O:13])[CH3:12])[C@@H:8]([CH2:14][O:15][C:16](=[O:18])[CH3:17])[O:7][CH:6]1[N:19]1[CH:27]=[N:26][C:25]2[C:24](=O)[NH:23][CH:22]=[N:21][C:20]1=2)(=[O:3])[CH3:2].CN(C=O)C.C(Cl)[Cl:35]>>[Cl:35][C:24]1[N:23]=[CH:22][N:21]=[C:20]2[C:25]=1[N:26]=[CH:27][N:19]2[C@@H:6]1[O:7][C@H:8]([CH2:14][O:15][C:16](=[O:18])[CH3:17])[C@@H:9]([O:10][C:11](=[O:13])[CH3:12])[C@@H:5]1[O:4][C:1](=[O:3])[CH3:2]. Procedure details: Crude compound 2 (130 mg) was dissolved in dry CH2Cl2 (10 mL) and heated to 55° C. Dry DMF (1 mL) followed by a 2 M solution of SOCK in CH3Cl2 (2.43 mL, 0.57 mmol) were added dropwise over a period of 45 minutes. The reaction mixture was gently refluxed for an additional 75 minutes. The reaction mixture was cooled to room temperature and diluted with CH2Cl2. The organic layer was washed with saturated NaHCO3 solution (2×50 mL), brine (50 mL) and dried (anhydrous sodium sulfate). The organic phas...